From a dataset of the Open Reaction Database (ORD), a public repository of structured organic reaction records. describe an organic reaction: reactants, conditions, products, and yield Starting materials: O[C@@](CCC=1C(=C(C=C(C1O)C)O)CCC)(CCC[C@@H](CCC[C@@H](CCCC(C)C)C)C)C ((R,R,R)-3-(3-hydroxy-3,7,11,15-tetramethyl-hexadecyl)-5-methyl-2-propyl-benzene-1,4-diol), C(C)#N (ACN), C(Cl)Cl (DCM), O=[N+]([O-])[O-].[O-][N+]([O-])=O.[O-][N+]([O-])=O.[O-][N+]([O-])=O.[O-][N+]([O-])=O.[O-][N+]([O-])=O.[Ce+4].[NH4+].[NH4+] (CAN). Run in O (water), O (water). Reaction conditions: temperature 0 celsius, time 15 minute. Yields the product O[C@@](CCC1=C(C(C=C(C1=O)C)=O)CCC)(CCC[C@@H](CCC[C@@H](CCCC(C)C)C)C)C ((R,R,R)-3-(3-hydroxy-3,7,11,15-tetramethyl-hexadecyl)-5-methyl-2-propyl-[1,4]benzoquinone). The yield is 45.2%. As a reaction SMILES: [OH:1][C@:2]([CH3:33])([CH2:17][CH2:18][CH2:19][C@H:20]([CH3:32])[CH2:21][CH2:22][CH2:23][C@H:24]([CH3:31])[CH2:25][CH2:26][CH2:27][CH:28]([CH3:30])[CH3:29])[CH2:3][CH2:4][C:5]1[C:6]([CH2:14][CH2:15][CH3:16])=[C:7]([OH:13])[CH:8]=[C:9]([CH3:12])[C:10]=1[OH:11].C(#N)C.C(Cl)Cl.O=[N+]([O-])[O-].[O-][N+](=O)[O-].[O-][N+](=O)[O-].[O-][N+](=O)[O-].[O-][N+](=O)[O-].[O-][N+](=O)[O-].[Ce+4].[NH4+].[NH4+]>O>[OH:1][C@:2]([CH3:33])([CH2:17][CH2:18][CH2:19][C@H:20]([CH3:32])[CH2:21][CH2:22][CH2:23][C@H:24]([CH3:31])[CH2:25][CH2:26][CH2:27][CH:28]([CH3:30])[CH3:29])[CH2:3][CH2:4][C:5]1[C:10](=[O:11])[C:9]([CH3:12])=[CH:8][C:7](=[O:13])[C:6]=1[CH2:14][CH2:15][CH3:16] |f:3.4.5.6.7.8.9.10.11|. Reported procedure: A 50 mL RBF flask was charged with (R,R,R)-3-(3-hydroxy-3,7,11,15-tetramethyl-hexadecyl)-5-methyl-2-propyl-benzene-1,4-diol (Ex-1E-5) (110 mg, 0.24 mmol), ACN (15 mL) and DCM (2 mL), then cooled to 0° C. A solution of CAN (269 mg, 0.49 mmol) in water (1 mL) was added dropwise over 1 min to the reaction resulting in a bright orange solution. The reaction was stirred for 15 min then was diluted with water (5 mL). The aqueous layer was washed with DCM (3×30 mL). The combined DCM layers were dried o... The reactants are C(C)OC(=O)C12CCCN2CCC1 (pyrrolizidine-7a-carboxylic acid ethylester), Cl (hydrochloric acid). The solvent is [OH-].[Na+] (sodium hydroxide), C(C)O (ethanol). Reaction conditions: time 2.5 hour. Product: Cl.C1CCN2CCCC12C(=O)O (Pyrrolizidine-7a-carboxylic acid hydrochloride). The yield is 92.4%. RXN SMILES: C([O:3][C:4]([C:6]12[CH2:13][CH2:12][CH2:11][N:10]1[CH2:9][CH2:8][CH2:7]2)=[O:5])C.[ClH:14]>[OH-].[Na+].C(O)C>[ClH:14].[CH2:13]1[C:6]2([C:4]([OH:5])=[O:3])[N:10]([CH2:9][CH2:8][CH2:7]2)[CH2:11][CH2:12]1 |f:2.3,5.6|. Procedure: A mixture of pyrrolizidine-7a-carboxylic acid ethylester (35.4 g, 0.193 mol) in 360 ml of 10% aqueous sodium hydroxide solution and 360 ml of ethanol was stirred at 10° to 15° C. for 2.5 hours. The reaction mixture was acidified with concentrated hydrochloric acid and then evaporated in vacuo to dryness. After addition of ethanol to the remaining residue, undissolved sodium chloride was filtered-off and the filtrate was evaporated in vacuo to dryness. The purifying operation described above was ... The reactants are O.[OH-].[Li+] (lithium hydroxide monohydrate), C(C)OC(=O)C1=C(N(C=C1)C1=CC=NC2=CC=CC=C12)C (3-ethoxycarbonyl-2-methyl-1-(quinol-4-yl)-1H-pyrrole). The solvent is O (water), O (water), O1CCCC1 (tetrahydrofuran). Product: C(=O)(O)C1=C(N(C=C1)C1=CC=NC2=CC=CC=C12)C (3-carboxy-2-methyl-1-(quinol-4-yl)-1H-pyrrole). Isolated yield 98.6%. As a reaction SMILES: O.[OH-].[Li+].C([O:6][C:7]([C:9]1[CH:13]=[CH:12][N:11]([C:14]2[C:23]3[C:18](=[CH:19][CH:20]=[CH:21][CH:22]=3)[N:17]=[CH:16][CH:15]=2)[C:10]=1[CH3:24])=[O:8])C>O1CCCC1.O>[C:7]([C:9]1[CH:13]=[CH:12][N:11]([C:14]2[C:23]3[C:18](=[CH:19][CH:20]=[CH:21][CH:22]=3)[N:17]=[CH:16][CH:15]=2)[C:10]=1[CH3:24])([OH:8])=[O:6] |f:0.1.2|. Reported procedure: 2.226 g (53 mmol) of lithium hydroxide monohydrate, in portions of 0.742 g every 24 hours, are added at 20° C. to 2.48 g (8.4 mmol) of 3-ethoxycarbonyl-2-methyl-1-(quinol-4-yl)-1H-pyrrole dissolved in 75 mL of tetrahydrofuran and 75 mL of water. After stirring at reflux for 72 hours, the reaction mixture is concentrated to dryness under reduced pressure (2.7 kPa) to give a residue which is taken up in 40 mL of water and then triturated with 10 mL of 5N hydrochloric acid for 0.2 hour. After filte... The reactants are BrCC1CCCCO1, O=C1Nc2ccccc2C12COc1cc3c(cc12)OCCO3, O=C1Nc2ccccc2C12COc1cc3c(cc12)CCO3, Cc1ccc(S(=O)(=O)OCC2CCN(C(=O)OC(C)(C)C)CC2)cc1. The product is CC(C)(C)OC(=O)N1CCC(CN2C(=O)C3(COc4cc5c(cc43)OCCO5)c3ccccc32)CC1. As a reaction SMILES: [Br:26][CH2:27][CH:28]1[CH2:29][CH2:30][CH2:31][CH2:32][O:33]1.[NH:34]1[C:35](=[O:55])[C:36]2([CH2:37][O:38][c:39]3[cH:40][c:41]4[c:42]([cH:47][c:48]32)[O:43][CH2:44][CH2:45][O:46]4)[c:49]2[cH:50][cH:51][cH:52][cH:53][c:54]21.[NH:56]1[c:57]2[c:58]([cH:59][cH:60][cH:61][cH:62]2)[C:63]2([CH2:64][O:65][c:66]3[cH:67][c:68]4[c:69]([cH:70][c:71]32)[CH2:72][CH2:73][O:74]4)[C:75]1=[O:76].[S:1]([O:2][CH2:12][CH:13]1[CH2:14][CH2:15][N:16]([C:19](=[O:20])[O:21][C:22]([CH3:23])([CH3:24])[CH3:25])[CH2:17][CH2:18]1)([c:3]1[cH:4][cH:5][c:6]([CH3:7])[cH:8][cH:9]1)(=[O:10])=[O:11]>>[CH2:12]([CH:13]1[CH2:14][CH2:15][N:16]([C:19](=[O:20])[O:21][C:22]([CH3:23])([CH3:24])[CH3:25])[CH2:17][CH2:18]1)[N:34]1[C:35](=[O:55])[C:36]2([CH2:37][O:38][c:39]3[cH:40][c:41]4[c:42]([cH:47][c:48]32)[O:43][CH2:44][CH2:45][O:46]4)[c:49]2[cH:50][cH:51][cH:52][cH:53][c:54]21.